This data is from the Open Reaction Database (ORD), a public repository of structured organic reaction records. The task is: describe an organic reaction: reactants, conditions, products, and yield Starting materials: CCOCc1nc2cnc3ccccc3c2n1CCOCCNC(=O)OC(C)(C)C, ClC(Cl)Cl, O, O=C(OO)c1cccc(Cl)c1. The product is CCOCc1nc2c[n+]([O-])c3ccccc3c2n1CCOCCNC(=O)OC(C)(C)C. Reaction SMILES: [CH2:1]([CH3:2])[O:3][CH2:4][c:5]1[n:6]([CH2:18][CH2:19][O:20][CH2:21][CH2:22][NH:23][C:24]([O:25][C:26]([CH3:27])([CH3:28])[CH3:29])=[O:30])[c:7]2[c:8]([cH:9][n:10][c:11]3[cH:12][cH:13][cH:14][cH:15][c:16]23)[n:17]1.[Cl:43][CH:44]([Cl:45])[Cl:46].[OH2:42].[OH:31][O:32][C:33]([c:34]1[cH:35][c:36]([Cl:37])[cH:38][cH:39][cH:40]1)=[O:41]>>[CH2:1]([CH3:2])[O:3][CH2:4][c:5]1[n:6]([CH2:18][CH2:19][O:20][CH2:21][CH2:22][NH:23][C:24]([O:25][C:26]([CH3:27])([CH3:28])[CH3:29])=[O:30])[c:7]2[c:8]([cH:9][n+:10]([O-:31])[c:11]3[cH:12][cH:13][cH:14][cH:15][c:16]23)[n:17]1. Reactants: Br, COc1ccc(N=C2NCCN2)c(C)c1. Yields the product Br, Cc1cc(O)ccc1N=C1NCCN1. Reaction SMILES: [BrH:16].[CH3:1][O:2][c:3]1[cH:4][c:5]([CH3:15])[c:6]([N:9]=[C:10]2[NH:11][CH2:12][CH2:13][NH:14]2)[cH:7][cH:8]1>>[BrH:16].[OH:2][c:3]1[cH:4][c:5]([CH3:15])[c:6]([N:9]=[C:10]2[NH:11][CH2:12][CH2:13][NH:14]2)[cH:7][cH:8]1.